This data is from the Open Reaction Database (ORD), a public repository of structured organic reaction records. The task is: describe an organic reaction: reactants, conditions, products, and yield The reactants are C(Cl)(Cl)Cl (chloroform), FC1=CC=C(C=C1)NC(=O)NC1=CC=C(C=C1)OC=1C2=C(N=CN1)NC(=C2)CO (1-(4-fluorophenyl)-3-[4-(6-hydroxymethyl-7H-pyrrolo[2,3-d]pyrimidin-4-yloxy)phenyl]urea), O1CCCC1 (Tetrahydrofuran). Reagents/catalysts: [O-2].[O-2].[Mn+4] (manganese dioxide). Run in C(C)(=O)OCC (ethyl acetate). Reaction conditions: time 8 hour. Yields the product FC1=CC=C(C=C1)NC(=O)NC1=CC=C(C=C1)OC=1C2=C(N=CN1)NC(=C2)C=O (1-(4-Fluorophenyl)-3-[4-(6-formyl-7H-pyrrolo[2,3-d]pyrimidin-4-yloxy)phenyl]urea). Isolated yield 89.3%. As a reaction SMILES: C(Cl)(Cl)Cl.[F:5][C:6]1[CH:11]=[CH:10][C:9]([NH:12][C:13]([NH:15][C:16]2[CH:21]=[CH:20][C:19]([O:22][C:23]3[C:24]4[CH:31]=[C:30]([CH2:32][OH:33])[NH:29][C:25]=4[N:26]=[CH:27][N:28]=3)=[CH:18][CH:17]=2)=[O:14])=[CH:8][CH:7]=1.O1CCCC1>[O-2].[O-2].[Mn+4].C(OCC)(=O)C>[F:5][C:6]1[CH:11]=[CH:10][C:9]([NH:12][C:13]([NH:15][C:16]2[CH:17]=[CH:18][C:19]([O:22][C:23]3[C:24]4[CH:31]=[C:30]([CH:32]=[O:33])[NH:29][C:25]=4[N:26]=[CH:27][N:28]=3)=[CH:20][CH:21]=2)=[O:14])=[CH:8][CH:7]=1 |f:3.4.5|. Procedure details: After adding 3 ml of chloroform and 50 mg of manganese dioxide to 18 mg of 1-(4-fluorophenyl)-3-[4-(6-hydroxymethyl-7H-pyrrolo[2,3-d]pyrimidin-4-yloxy)phenyl]urea, the mixture was stirred overnight at room temperature. Tetrahydrofuran and ethyl acetate were added to the reaction system, and the mixture was filtered with celite and concentrated to dryness to obtain 16 mg of the title compound. Starting materials: C(=O)[C@H]1CN(C[C@@H]1C1=CSC=C1)[C@@H](C(=O)OCC1=CC=C(C=C1)OC)CC1CCC1 (2-(R)-(3-(R)-formyl-4-(S)-(3-thienyl)pyrrolidin-1-yl)-3-(cyclobutyl) propanoic acid, (4-methoxy)benzyl ester), FC=1C=C(C=CC1F)CCCC1CCNCC1 (4-(3-(3,4-difluorophenyl)propyl)piperidine), Cl (HCl). Product: FC=1C=C(C=CC1F)CCCC1CCN(CC1)C[C@H]1CN(C[C@@H]1C1=CSC=C1)[C@@H](C(=O)O)CC1CCC1 (2-(R)-(3-(S)-((4-(3-(3,4-Difluorophenyl)propyl)piperidin-1-yl)methyl)-4-(S)-(3-thienyl)pyrrolidin-1-yl)-3-(cyclobutyl)propanoic acid). The yield is 65.1%. RXN SMILES: [CH:1]([C@@H:3]1[C@@H:7]([C:8]2[CH:12]=[CH:11][S:10][CH:9]=2)[CH2:6][N:5]([C@H:13]([CH2:26][CH:27]2[CH2:30][CH2:29][CH2:28]2)[C:14]([O:16]CC2C=CC(OC)=CC=2)=[O:15])[CH2:4]1)=O.[F:31][C:32]1[CH:33]=[C:34]([CH2:39][CH2:40][CH2:41][CH:42]2[CH2:47][CH2:46][NH:45][CH2:44][CH2:43]2)[CH:35]=[CH:36][C:37]=1[F:38].Cl>>[F:31][C:32]1[CH:33]=[C:34]([CH2:39][CH2:40][CH2:41][CH:42]2[CH2:47][CH2:46][N:45]([CH2:1][C@@H:3]3[C@@H:7]([C:8]4[CH:12]=[CH:11][S:10][CH:9]=4)[CH2:6][N:5]([C@H:13]([CH2:26][CH:27]4[CH2:30][CH2:29][CH2:28]4)[C:14]([OH:16])=[O:15])[CH2:4]3)[CH2:44][CH2:43]2)[CH:35]=[CH:36][C:37]=1[F:38]. Procedure: The title compound was prepared from 21 mg (0.046 mmol) of 2-(R)-(3-(R)-formyl-4-(S)-(3-thienyl)pyrrolidin-1-yl)-3-(cyclobutyl) propanoic acid, (4-methoxy)benzyl ester (from EXAMPLE 87, Step F) and 11.7 mg (0.046 mmol) of 4-(3-(3,4-difluorophenyl)propyl)piperidine.HCl (from EXAMPLE 119, Step C) using procedures analogous to those described in EXAMPLE 1, Step J and EXAMPLE 10, Step F to provide 15.9 mg (77%) of the title compound: RF: 0.34 (90:10:1 v/v/v CH2Cl2/MeOH/NH4OH); 1H NMR (300 MHz, CD3OD... Starting materials: [H-].[H-].COCCO[Al+]OCCOC.[Na+] (sodium bis-(2-methoxyethoxy)aluminum dihydride), C(C1=CC=CC=C1)NC(=O)C1OC2=CC=CC=C2C(C1)O[Si](C)(C)C(C)(C)C (N-benzyl-4-(tert-butyldimethylsilanyloxy)-chroman-2-carboxamide), [OH-].[Na+] (sodium hydroxide). The solvent is C1(=CC=CC=C1)C (toluene). Conditions: temperature 60 celsius, time 8 hour. Product: C(C1=CC=CC=C1)NCC1OC2=CC=CC=C2C(C1)O[Si](C)(C)C(C)(C)C (Benzyl-[4-(tert-butyldimethylsilanyloxy)-chroman-2-ylmethyl]amine). Reaction SMILES: [CH2:1]([NH:8][C:9]([CH:11]1[CH2:20][CH:19]([O:21][Si:22]([C:25]([CH3:28])([CH3:27])[CH3:26])([CH3:24])[CH3:23])[C:18]2[C:13](=[CH:14][CH:15]=[CH:16][CH:17]=2)[O:12]1)=O)[C:2]1[CH:7]=[CH:6][CH:5]=[CH:4][CH:3]=1.[H-].[H-].COCCO[Al+]OCCOC.[Na+].[OH-].[Na+]>C1(C)C=CC=CC=1>[CH2:1]([NH:8][CH2:9][CH:11]1[CH2:20][CH:19]([O:21][Si:22]([C:25]([CH3:28])([CH3:27])[CH3:26])([CH3:23])[CH3:24])[C:18]2[C:13](=[CH:14][CH:15]=[CH:16][CH:17]=2)[O:12]1)[C:2]1[CH:3]=[CH:4][CH:5]=[CH:6][CH:7]=1 |f:1.2.3.4,5.6|. Procedure: A solution of 265 mg (0.66 mmol) of N-benzyl-4-(tert-butyldimethylsilanyloxy)-chroman-2-carboxamide in 2 ml of toluene is cooled in an ice bath, and 2 ml of sodium bis-(2-methoxyethoxy)aluminum dihydride (70% strength solution in toluene) are added. The reaction mixture is stirred at 60° C. for 2 hours and at room temperature overnight. 10 ml of 1 M aqueous sodium hydroxide solution are then added a little at a time, and the mixture is extracted with 20 ml of dichloromethane and again with 10 ml... The reactants are COC1=C(C=CC(=C1)OC)C=CC(=O)C1=CC=C(C=C1)O (2,4-dimethoxy-4′-hydroxychalcone). Reaction conditions: time 18 hour. The product is COC1=C(C=CC(=C1)OC)CCC(=O)C1=CC=C(C=C1)O (3-(2,4-dimethoxyphenyl)-1-(4-hydroxyphenyl)propan-1-on). Reagents/catalysts: [Pt] (platinum on charcoal). Reported procedure: A solution of 568 mg (2 mmol) of 2,4-dimethoxy-4′-hydroxychalcone in ethanol (20 ml) was added 50 mg of platinum on charcoal (10%) and hydrogenated at 20 atm for 18 h. The colourless solution was filtered and concentrated in vacuo to give 606 mg, from which 143.7 mg (24%) of 3-(2,4-dimethoxyphenyl)-1-(4-hydroxyphenyl)propan-1-on was isolated by column chromatography over silica gel 60 (Merck 0.063-0.200 mm, 60 g) using petroleum ether-ethyl acetate (4:1, 500 ml, 3:1, 500 ml) as eluents, m.p. 126... As a reaction SMILES: [CH3:1][O:2][C:3]1[CH:8]=[C:7]([O:9][CH3:10])[CH:6]=[CH:5][C:4]=1[CH:11]=[CH:12][C:13]([C:15]1[CH:20]=[CH:19][C:18]([OH:21])=[CH:17][CH:16]=1)=[O:14]>C(O)C.[Pt]>[CH3:1][O:2][C:3]1[CH:8]=[C:7]([O:9][CH3:10])[CH:6]=[CH:5][C:4]=1[CH2:11][CH2:12][C:13]([C:15]1[CH:16]=[CH:17][C:18]([OH:21])=[CH:19][CH:20]=1)=[O:14]. Solvent: C(C)O (ethanol). The yield is 25.1%. Starting materials: C[O-].[Na+].CO (sodium methoxide·methanol), O=C1CCC2=CC(=CC=C12)NC=1C2=C(N=CN1)CCC2 (4-(1-oxoindan-5-yl)amino-5,6-dihydro-7H-cyclopenta[d]pyrimidine), C(C1=CC=CC=C1)N1CCC(CC1)C=O (1-benzyl-4-formylpiperidine). Run in O1CCCC1 (tetrahydrofuran). Conditions: time 1.5 hour. The product is O=C1C(CC2=CC(=CC=C12)NC=1C2=C(N=CN1)CCC2)=CC2CCN(CC2)CC2=CC=CC=C2 (4-[1-Oxo-2-(1-benzylpiperidin-4-yl)methyleneindan-5-yl]amino-5,6-dihydro-7H-cyclopenta[d]pyrimidine). Yield: 40.6%. As a reaction SMILES: C[O-].[Na+].CO.[O:6]=[C:7]1[C:15]2[C:10](=[CH:11][C:12]([NH:16][C:17]3[C:18]4[CH2:25][CH2:24][CH2:23][C:19]=4[N:20]=[CH:21][N:22]=3)=[CH:13][CH:14]=2)[CH2:9][CH2:8]1.[CH2:26]([N:33]1[CH2:38][CH2:37][CH:36]([CH:39]=O)[CH2:35][CH2:34]1)[C:27]1[CH:32]=[CH:31][CH:30]=[CH:29][CH:28]=1>O1CCCC1>[O:6]=[C:7]1[C:15]2[C:10](=[CH:11][C:12]([NH:16][C:17]3[C:18]4[CH2:25][CH2:24][CH2:23][C:19]=4[N:20]=[CH:21][N:22]=3)=[CH:13][CH:14]=2)[CH2:9][C:8]1=[CH:39][CH:36]1[CH2:35][CH2:34][N:33]([CH2:26][C:27]2[CH:32]=[CH:31][CH:30]=[CH:29][CH:28]=2)[CH2:38][CH2:37]1 |f:0.1.2|. Procedure: Under ice cooling, 1.70 g of a 28% sodium methoxide·methanol solution was added to 1.96 g of 4-(1-oxoindan-5-yl)amino-5,6-dihydro-7H-cyclopenta[d]pyrimidine dissolved in tetrahydrofuran, and then 1.80 g of 1-benzyl-4-formylpiperidine was added dropwise thereto. After the mixture was stirred for 1.5 hours, a saturated saline solution was added to the reaction mixture, and the mixture was extracted with chloroform. The extract was dried over anhydrous sodium sulfate and condensed under reduced pre... Starting materials: CC1=C(C=CC(=C1)N1CC(CC1)N1C(CCC1)C)N (2-methyl-4-(2-methyl-[1,3′]bipyrrolidinyl-1′-yl)-phenylamine), N1(N=CC=C1)C1=NC=C(C(=O)O)C=C1 (6-pyrazol-1-yl-nicotinic acid). Product: CC1=C(C=CC(=C1)N1CC(CC1)N1C(CCC1)C)NC(C1=CN=C(C=C1)N1N=CC=C1)=O (N-[2-Methyl-4-(2-methyl-[1,3′]bipyrrolidinyl-1′-yl)-phenyl]-6-pyrazol-1-yl-nicotinamide). Reaction SMILES: [CH3:1][C:2]1[CH:7]=[C:6]([N:8]2[CH2:12][CH2:11][CH:10]([N:13]3[CH2:17][CH2:16][CH2:15][CH:14]3[CH3:18])[CH2:9]2)[CH:5]=[CH:4][C:3]=1[NH2:19].[N:20]1([C:25]2[CH:33]=[CH:32][C:28]([C:29](O)=[O:30])=[CH:27][N:26]=2)[CH:24]=[CH:23][CH:22]=[N:21]1>>[CH3:1][C:2]1[CH:7]=[C:6]([N:8]2[CH2:12][CH2:11][CH:10]([N:13]3[CH2:17][CH2:16][CH2:15][CH:14]3[CH3:18])[CH2:9]2)[CH:5]=[CH:4][C:3]=1[NH:19][C:29](=[O:30])[C:28]1[CH:32]=[CH:33][C:25]([N:20]2[CH:24]=[CH:23][CH:22]=[N:21]2)=[N:26][CH:27]=1. Reported procedure: The title compound was prepared in a manner substantially the same as example 1 by coupling 2-methyl-4-(2-methyl-[1,3′]bipyrrolidinyl-1′-yl)-phenylamine with 6-pyrazol-1-yl-nicotinic acid. MS: 431.4 (M+H). The reactants are ClC=1C2=C(N=CN1)N(C=C2I)COCC[Si](C)(C)C (4-chloro-5-iodo-7-{[2-(trimethylsilyl)ethoxy]methyl}-7H-pyrrolo[2,3-d]pyrimidine), C(C)(C)[N-]C(C)C.[Li+] (lithium diisopropylamide), [Cl-].[NH4+] (ammonium chloride), IC (Iodomethane). Run in O1CCCC1 (tetrahydrofuran). Reaction conditions: temperature -20 celsius, time 2 hour. Product: ClC=1C2=C(N=CN1)N(C(=C2I)C)COCC[Si](C)(C)C (4-chloro-5-iodo-6-methyl-7-{[2-(trimethylsilyl)ethoxy]methyl}-7H-pyrrolo[2,3-d]pyrimidine). As a reaction SMILES: [Cl:1][C:2]1[C:3]2[C:10]([I:11])=[CH:9][N:8]([CH2:12][O:13][CH2:14][CH2:15][Si:16]([CH3:19])([CH3:18])[CH3:17])[C:4]=2[N:5]=[CH:6][N:7]=1.[CH:20]([N-]C(C)C)(C)C.[Li+].IC.[Cl-].[NH4+]>O1CCCC1>[Cl:1][C:2]1[C:3]2[C:10]([I:11])=[C:9]([CH3:20])[N:8]([CH2:12][O:13][CH2:14][CH2:15][Si:16]([CH3:19])([CH3:18])[CH3:17])[C:4]=2[N:5]=[CH:6][N:7]=1 |f:1.2,4.5|. Procedure: To a −78° C. solution of 4-chloro-5-iodo-7-{[2-(trimethylsilyl)ethoxy]methyl}-7H-pyrrolo[2,3-d]pyrimidine (C1) (15.0 g, 36.6 mmol) in tetrahydrofuran (500 mL) was added lithium diisopropylamide (2 M solution in heptane/tetrahydrofuran/ethylbenzene, 183 mL, 366 mmol), and the reaction mixture was stirred at −20° C. for 2 hours, then re-cooled to −78° C. Iodomethane (52.1 g, 367 mmol) was added at −78° C., and the reaction mixture was allowed to stir at −20° C. for 2 hours. Saturated aqueous ammon... Starting materials: NC(=O)c1ccc(Nc2nc(Cl)nc3[nH]cnc23)cc1, NC1CCC(N)CC1. Product: NC(=O)c1ccc(Nc2nc(NC3CCC(N)CC3)nc3[nH]cnc23)cc1. RXN SMILES: [Cl:9][c:10]1[n:11][c:12]([NH:19][c:20]2[cH:21][cH:22][c:23]([C:24](=[O:25])[NH2:26])[cH:27][cH:28]2)[c:13]2[n:14][cH:15][nH:16][c:17]2[n:18]1.[NH2:1][CH:2]1[CH2:3][CH2:4][CH:5]([NH2:8])[CH2:6][CH2:7]1>>[NH2:1][CH:2]1[CH2:3][CH2:4][CH:5]([NH:8][c:10]2[n:11][c:12]([NH:19][c:20]3[cH:21][cH:22][c:23]([C:24](=[O:25])[NH2:26])[cH:27][cH:28]3)[c:13]3[n:14][cH:15][nH:16][c:17]3[n:18]2)[CH2:6][CH2:7]1. Starting materials: BrC1=C(C=CC(=C1)[N+](=O)[O-])NN (2-bromo-4-nitrophenylhydrazine), C(C)N(C(C)C)C(C)C (ethyldiisopropylamine), C(C(C)(C)C)(=O)Cl (pivaloyl chloride). The solvent is O1CCCC1 (tetrahydrofuran). Yields the product BrC1=C(C=CC(=C1)[N+](=O)[O-])NNC(C(C)(C)C)=O (Pivalic acid 2-(2-bromo-4-nitrophenyl)hydrazide). Yield: 60.7%. Reaction SMILES: [Br:1][C:2]1[CH:7]=[C:6]([N+:8]([O-:10])=[O:9])[CH:5]=[CH:4][C:3]=1[NH:11][NH2:12].C(N(C(C)C)C(C)C)C.[C:22](Cl)(=[O:27])[C:23]([CH3:26])([CH3:25])[CH3:24]>O1CCCC1>[Br:1][C:2]1[CH:7]=[C:6]([N+:8]([O-:10])=[O:9])[CH:5]=[CH:4][C:3]=1[NH:11][NH:12][C:22](=[O:27])[C:23]([CH3:26])([CH3:25])[CH3:24]. Procedure details: To a stirred and chilled (0°) solution containing 200 g (0.86 mol) of 2-bromo-4-nitrophenylhydrazine (m.p. 143°-145°) and 116.8 g (0.9 mol) of ethyldiisopropylamine in 1000 ml of tetrahydrofuran was added dropwise 108.5 g (0.9 mol) of pivaloyl chloride. The reaction mixture was stirred at ambient temperature for 1 hour and then concentrated to dryness under reduced pressure. The residue was treated with water, filtered and recrystallized from ethanol to give 165 g (52%) of product as a light yel...